Dataset: the Open Reaction Database (ORD), a public repository of structured organic reaction records. Task: describe an organic reaction: reactants, conditions, products, and yield Starting materials: NC=1C2=C(N=CN1)N(C=C2C2=CC=C(C=C2)OC2=CC=CC=C2)C(C(=O)OCC)C (ethyl 2-[4-amino-5-(4-phenoxyphenyl)-7H-pyrrolo[2,3-d]pyrimidin-7-yl]propionate), CN(CCN)C (N,N-dimethylethylenediamine), C(=O)=O (carbon dioxide). Solvent: CO (methanol). Conditions: time 18 hour. Yields the product CN(CCNC(C(C)N1C=C(C2=C1N=CN=C2N)C2=CC=C(C=C2)OC2=CC=CC=C2)=O)C (N-(2-dimethylaminoethyl)-2-[4-amino-5-(4-phenoxyphenyl)-7H-pyrrolo[2,3-d]pyrimidin-7-yl)propionamide). RXN SMILES: [NH2:1][C:2]1[C:3]2[C:10]([C:11]3[CH:16]=[CH:15][C:14]([O:17][C:18]4[CH:23]=[CH:22][CH:21]=[CH:20][CH:19]=4)=[CH:13][CH:12]=3)=[CH:9][N:8]([CH:24]([CH3:30])[C:25](OCC)=[O:26])[C:4]=2[N:5]=[CH:6][N:7]=1.[CH3:31][N:32]([CH3:36])[CH2:33][CH2:34][NH2:35].C(=O)=O>CO>[CH3:31][N:32]([CH3:36])[CH2:33][CH2:34][NH:35][C:25](=[O:26])[CH:24]([N:8]1[C:4]2[N:5]=[CH:6][N:7]=[C:2]([NH2:1])[C:3]=2[C:10]([C:11]2[CH:12]=[CH:13][C:14]([O:17][C:18]3[CH:19]=[CH:20][CH:21]=[CH:22][CH:23]=3)=[CH:15][CH:16]=2)=[CH:9]1)[CH3:30]. Procedure details: A mixture of ethyl 2-[4-amino-5-(4-phenoxyphenyl)-7H-pyrrolo[2,3-d]pyrimidin-7-yl]propionate (425 mg), N,N-dimethylethylenediamine (2 ml) and methanol (20 ml) was boiled under reflux for 18 hours with the exclusion of carbon dioxide. The mixture was cooled and filtered, the filtrate was diluted with water (50 ml) and stirred with ether. The mixture was left standing for 18 hours and the solid which precipitated was collected by filtration, washed with water and then ether and dried to give N-(2-... Reactants: C(C1=CC=CC=C1)C1CCN(CC1)C(C(=O)O)=O ((4-benzyl-piperidin-1-yl)-oxo-acetic acid), NC=1C=C(C=CC1)O (3-aminophenol). The solvent is O (water). Yields the product C(C1=CC=CC=C1)C1CCN(CC1)C(C(=O)NC1=CC(=CC=C1)O)=O (2-(4-Benzyl-piperidin-1-yl)-N-(3-hydroxy-phenyl)-2-oxo-acetamide). RXN SMILES: [CH2:1]([CH:8]1[CH2:13][CH2:12][N:11]([C:14](=[O:18])[C:15]([OH:17])=O)[CH2:10][CH2:9]1)[C:2]1[CH:7]=[CH:6][CH:5]=[CH:4][CH:3]=1.[NH2:19][C:20]1[CH:21]=[C:22]([OH:26])[CH:23]=[CH:24][CH:25]=1>O>[CH2:1]([CH:8]1[CH2:9][CH2:10][N:11]([C:14](=[O:18])[C:15]([NH:19][C:20]2[CH:25]=[CH:24][CH:23]=[C:22]([OH:26])[CH:21]=2)=[O:17])[CH2:12][CH2:13]1)[C:2]1[CH:3]=[CH:4][CH:5]=[CH:6][CH:7]=1. Procedure: The title compound is prepared from (4-benzyl-piperidin-1-yl)-oxo-acetic acid (Example 5b) and 3-aminophenol (Aldrich) according to the method described in Example 2. Melting Point: 158-160° C. (water) Starting materials: CN(C)C=O (DMF), C(C)(C)C=1N(C=NC1C1=CC=CC=C1)CCC1=CC=CC=C1 (4-isopropyl-3-phenethyl-5-phenylimidazole), C(C)(C)C1=C(N(C=N1)CCC1=CC=CC=C1)C1=CC=CC=C1 (5-isopropyl-3-phenethyl-4-phenylimidazole), [Li+].CC(C)[N-]C(C)C (LDA). The solvent is C1CCOC1 (THF). Run at temperature -78 celsius, time 30 minute. The product is C(C)(C)C1=C(N=C(N1CCC1=CC=CC=C1)C=O)C1=CC=CC=C1 (5-isopropyl-1-phenethyl-4-phenylimidazole-2-carbaldehyde). Reaction SMILES: [CH:1]([C:4]1[N:5]([CH2:15][CH2:16][C:17]2[CH:22]=[CH:21][CH:20]=[CH:19][CH:18]=2)[CH:6]=[N:7][C:8]=1[C:9]1[CH:14]=[CH:13][CH:12]=[CH:11][CH:10]=1)([CH3:3])[CH3:2].C(C1N=CN(CCC2C=CC=CC=2)C=1C1C=CC=CC=1)(C)C.[Li+].CC([N-]C(C)C)C.CN([CH:56]=[O:57])C>C1COCC1>[CH:1]([C:4]1[N:5]([CH2:15][CH2:16][C:17]2[CH:22]=[CH:21][CH:20]=[CH:19][CH:18]=2)[C:6]([CH:56]=[O:57])=[N:7][C:8]=1[C:9]1[CH:14]=[CH:13][CH:12]=[CH:11][CH:10]=1)([CH3:3])[CH3:2] |f:2.3|. Procedure: A solution of the mixture of 4-isopropyl-3-phenethyl-5-phenylimidazole and 5-isopropyl-3-phenethyl-4-phenylimidazole (example 243C) (1.2 g, 4.14 mmoles) in THF (15 mL) under argon is cooled to −78° C. A 2.0M LDA solution (2.2 mL, 4.4 mmoles) is added dropwise. After 30 minutes at −78° C., DMF (1.83 g, 25 mmoles) is added dropwise. The reaction mixture is allowed to reach 0° C., then it is quenched by adding a half-saturated NaHCO3 solution. The aqueous phase is extracted three times with AcOEt. ... Starting materials: C(C)OC(CC1CCN(CC1)C(C(C(NC(=O)OC(C)(C)C)CC)(C)C)=O)=O (N-(N-Boc-βethyl-α,α-dimethyl-β-alanyl)-4-piperidineacetic acid ethyl ester), C1(=CC=CC=C1)OC (anisole), C(=O)(C(F)(F)F)O (TFA), N1(CCOCC1)C(=N)C1=CC=C(C(=O)O)C=C1 (4-(4-morpholinoimidoyl)benzoic acid), C=1C=CC2=C(C1)N=NN2O (HOBT). Run in C(C)N(CC)CC (triethylamine). Reaction conditions: time 1 hour. Product: N1(CCOCC1)C(=N)C1=CC=C(C(=O)NC(C(C(=O)N2CCC(CC2)CC(=O)OCC)(C)C)CC)C=C1 (Ethyl N-(N-(4-(4-morpholinoimidoyl)benzoyl)-β-ethyl-α,α-dimethyl-β-alanyl)-4-piperidineacetate). The yield is 22.1%. RXN SMILES: [CH2:1]([O:3][C:4](=[O:28])[CH2:5][CH:6]1[CH2:11][CH2:10][N:9]([C:12](=[O:27])[C:13]([CH3:26])([CH3:25])[CH:14]([CH2:23][CH3:24])[NH:15][C:16](OC(C)(C)C)=[O:17])[CH2:8][CH2:7]1)[CH3:2].C1(OC)C=CC=CC=1.C(O)(C(F)(F)F)=O.[N:44]1([C:50]([C:52]2[CH:60]=[CH:59][C:55](C(O)=O)=[CH:54][CH:53]=2)=[NH:51])[CH2:49][CH2:48][O:47][CH2:46][CH2:45]1.C1C=CC2N(O)N=NC=2C=1>C(N(CC)CC)C>[N:44]1([C:50]([C:52]2[CH:53]=[CH:54][C:55]([C:16]([NH:15][CH:14]([CH2:23][CH3:24])[C:13]([CH3:25])([CH3:26])[C:12]([N:9]3[CH2:10][CH2:11][CH:6]([CH2:5][C:4]([O:3][CH2:1][CH3:2])=[O:28])[CH2:7][CH2:8]3)=[O:27])=[O:17])=[CH:59][CH:60]=2)=[NH:51])[CH2:49][CH2:48][O:47][CH2:46][CH2:45]1. Reported procedure: To the obtained N-(N-Boc-βethyl-α,α-dimethyl-β-alanyl)-4-piperidineacetic acid ethyl ester (0.38 g, 0.95 mmol) were added anisole (0.3 ml) and TFA (10 ml) and the mixture was stirred for 1 hour under cooling with ice. After the TFA was distilled off at room temperature, the residue was washed with hexane 3 times and dissolved in DMF (20 ml) under cooling with ice. After the resulting solution was neutralized with triethylamine, 4-(4-morpholinoimidoyl)benzoic acid (0.25 g, 1.05 mmol), HOBT (0.14 ...